This data is from the Open Reaction Database (ORD), a public repository of structured organic reaction records. The task is: describe an organic reaction: reactants, conditions, products, and yield Reactants: COc1c(C(=O)N(C)C)cc(C(=O)O)cc1C(F)(F)F, Cc1ccccc1, CN(C)C=O, O=S(Cl)Cl. The product is COc1c(C(=O)N(C)C)cc(C(=O)Cl)cc1C(F)(F)F. As a reaction SMILES: [CH3:1][N:2]([C:3](=[O:4])[c:5]1[cH:6][c:7]([C:8](=[O:9])[OH:10])[cH:11][c:12]([C:16]([F:17])([F:18])[F:19])[c:13]1[O:14][CH3:15])[CH3:20].[CH3:21][c:22]1[cH:23][cH:24][cH:25][cH:26][cH:27]1.[CH3:32][N:33]([CH3:34])[CH:35]=[O:36].[S:28]([Cl:29])([Cl:30])=[O:31]>>[CH3:1][N:2]([C:3](=[O:4])[c:5]1[cH:6][c:7]([C:8](=[O:9])[Cl:30])[cH:11][c:12]([C:16]([F:17])([F:18])[F:19])[c:13]1[O:14][CH3:15])[CH3:20]. Starting materials: [H-], CSC(=C[N+](=O)[O-])NCCCBr, [Na+], C1CCOC1. The product is CSC1=C([N+](=O)[O-])CCCN1. As a reaction SMILES: [H-:13].[N+:1](=[O:2])([O-:3])[CH:4]=[C:5]([NH:6][CH2:7][CH2:8][CH2:9][Br:10])[S:11][CH3:12].[Na+:14].[O:15]1[CH2:16][CH2:17][CH2:18][CH2:19]1>>[N+:1](=[O:2])([O-:3])[C:4]1=[C:5]([S:11][CH3:12])[NH:6][CH2:7][CH2:8][CH2:9]1. Starting materials: COc1ccc(Br)c(C(=O)O)c1, O=C([O-])[O-], CC(=O)[O-], CC(=O)[O-], [Cu+2], [K+], [K+], CCn1nccc1N, CN(C)C=O, O. Yields the product CCn1nccc1Nc1ccc(OC)cc1C(=O)O. RXN SMILES: [Br:1][c:2]1[c:3]([C:4](=[O:5])[OH:6])[cH:7][c:8]([O:11][CH3:12])[cH:9][cH:10]1.[C:26](=[O:27])([O-:28])[O-:29].[C:32]([O-:33])(=[O:34])[CH3:35].[C:37]([O-:38])(=[O:39])[CH3:40].[Cu+2:36].[K+:30].[K+:31].[NH2:18][c:19]1[cH:20][cH:21][n:22][n:23]1[CH2:24][CH3:25].[O:13]=[CH:14][N:15]([CH3:16])[CH3:17].[OH2:41]>>[c:2]1([NH:18][c:19]2[cH:20][cH:21][n:22][n:23]2[CH2:24][CH3:25])[c:3]([C:4](=[O:5])[OH:6])[cH:7][c:8]([O:11][CH3:12])[cH:9][cH:10]1. Starting materials: COC(=O)C1CSC(CC(NC(=O)OC(C)(C)C)(C(=O)O)c2ccccc2)N1, Cc1ccccc1. Yields the product COC(=O)C1CSC2CC(NC(=O)OC(C)(C)C)(c3ccccc3)C(=O)N21. Reaction SMILES: [CH3:1][O:2][C:3](=[O:4])[CH:5]1[NH:6][CH:7]([CH2:10][C:11]([c:12]2[cH:13][cH:14][cH:15][cH:16][cH:17]2)([C:18](=[O:19])[OH:20])[NH:21][C:22](=[O:23])[O:24][C:25]([CH3:26])([CH3:27])[CH3:28])[S:8][CH2:9]1.[CH3:29][c:30]1[cH:31][cH:32][cH:33][cH:34][cH:35]1>>[CH3:1][O:2][C:3](=[O:4])[CH:5]1[N:6]2[CH:7]([S:8][CH2:9]1)[CH2:10][C:11]([c:12]1[cH:13][cH:14][cH:15][cH:16][cH:17]1)([NH:21][C:22](=[O:23])[O:24][C:25]([CH3:26])([CH3:27])[CH3:28])[C:18]2=[O:20]. The reactants are C1(CCCC1)OC=1C=C(C(=O)OC)C=CC1SC (methyl 3-cyclopentyloxy-4-(methylthio)benzoate), [OH-].[Na+] (sodium hydroxide), C(C)(=O)O (acetic acid). Solvent: O (water), C(C)O (ethanol), O (water). Yields the product C1(CCCC1)OC=1C=C(C(=O)O)C=CC1SC (3-cyclopentyloxy-4-(methylthio)benzoic acid). Isolated yield 91.5%. RXN SMILES: [CH:1]1([O:6][C:7]2[CH:8]=[C:9]([CH:14]=[CH:15][C:16]=2[S:17][CH3:18])[C:10]([O:12]C)=[O:11])[CH2:5][CH2:4][CH2:3][CH2:2]1.[OH-].[Na+].C(O)(=O)C>O.C(O)C>[CH:1]1([O:6][C:7]2[CH:8]=[C:9]([CH:14]=[CH:15][C:16]=2[S:17][CH3:18])[C:10]([OH:12])=[O:11])[CH2:2][CH2:3][CH2:4][CH2:5]1 |f:1.2|. Reported procedure: A solution of methyl 3-cyclopentyloxy-4-(methylthio)benzoate (24.3 g, 91.4 mmol) in water (200 mL) and ethanol (50 mL) containing sodium hydroxide (18.3 g, 460 mmol) is heated under reflux for 3 hours. The solution is then poured into water (750 mL) and 1 N acetic acid is added dropwise with stirring to between pH 5-6. The solid which separates is collected by filtration, washed with water (4×100 mL) and dried giving 3-cyclopentyloxy-4-(methylthio)benzoic acid (21.1 g, 91.7%) as a cream solid m....